Dataset: the Open Reaction Database (ORD), a public repository of structured organic reaction records. Task: describe an organic reaction: reactants, conditions, products, and yield Reactants: [Na] (Sodium), N1=CC=C(C=C1)C=O (4-Pyridinecarbaldehyde), C(C)(=O)O (acetic acid), C(C)N1C2=C(N(C(C(C1=O)(C)C)=O)C)C=C(C=C2)OCCCNCCC=2C=NC=CC2 (1-ethyl-3,3,5-trimethyl-7-[3-(2-pyridin-3-ylethylamino)propoxy]-1,5-dihydrobenzo[b][1,4]diazepine-2,4-dione). Solvent: ClCCl (dichloromethane), ClCCCl (1,2-dichloroethane). Reaction conditions: time 30 minute. The product is C(C)N1C2=C(N(C(C(C1=O)(C)C)=O)C)C=C(C=C2)OCCCN(CC2=CC=NC=C2)CCC=2C=NC=CC2 (1-ethyl-3,3,5-trimethyl-7-{3-[(2-pyridin-3-ylethyl)pyridin-4-ylmethylamino]propoxy}-1,5-dihydrobenzo[b][1,4]diazepine-2,4-dione). The yield is 87.4%. RXN SMILES: [N:1]1[CH:6]=[CH:5][C:4]([CH:7]=O)=[CH:3][CH:2]=1.C(O)(=O)C.[CH2:13]([N:15]1[C:21](=[O:22])[C:20]([CH3:24])([CH3:23])[C:19](=[O:25])[N:18]([CH3:26])[C:17]2[CH:27]=[C:28]([O:31][CH2:32][CH2:33][CH2:34][NH:35][CH2:36][CH2:37][C:38]3[CH:39]=[N:40][CH:41]=[CH:42][CH:43]=3)[CH:29]=[CH:30][C:16]1=2)[CH3:14].[Na]>ClCCl.ClCCCl>[CH2:13]([N:15]1[C:21](=[O:22])[C:20]([CH3:24])([CH3:23])[C:19](=[O:25])[N:18]([CH3:26])[C:17]2[CH:27]=[C:28]([O:31][CH2:32][CH2:33][CH2:34][N:35]([CH2:36][CH2:37][C:38]3[CH:39]=[N:40][CH:41]=[CH:42][CH:43]=3)[CH2:7][C:4]3[CH:3]=[CH:2][N:1]=[CH:6][CH:5]=3)[CH:29]=[CH:30][C:16]1=2)[CH3:14] |^1:43|. Procedure details: 4-Pyridinecarbaldehyde (1.18 ml, 12.5 mmol) and a catalytic amount of acetic acid were added to a 1,2-dichloroethane solution (40 ml) of 1-ethyl-3,3,5-trimethyl-7-[3-(2-pyridin-3-ylethylamino)propoxy]-1,5-dihydrobenzo[b][1,4]diazepine-2,4-dione (4.44 g, 10.5 mmol), and stirred for 30 minutes. Sodium triacetoxyhydroborate (3.33 g, 15.7 mmol) was added to the resulting mixture, and stirred at room temperature overnight. The reaction mixture was diluted with dichloromethane, washed with water and a... Reactants: FC1=CC=C(C=C1)OS(=O)(=O)C1=CC=C(C=C1)OC1=CC=C(C=C1)F (4-(4-fluorophenoxy)benzenesulfonic acid 4-fluorophenyl ester), [OH-].[Na+] (sodium hydroxide). Run in C(C)O (ethanol). Reaction conditions: time 8 hour. Yields the product FC1=CC=C(OC2=CC=C(C=C2)S(=O)(=O)O)C=C1 (4-(4-fluorophenoxy)benzenesulfonic acid). The yield is 105.7%. As a reaction SMILES: FC1C=CC([O:8][S:9]([C:12]2[CH:17]=[CH:16][C:15]([O:18][C:19]3[CH:24]=[CH:23][C:22]([F:25])=[CH:21][CH:20]=3)=[CH:14][CH:13]=2)(=[O:11])=[O:10])=CC=1.[OH-].[Na+]>C(O)C>[F:25][C:22]1[CH:23]=[CH:24][C:19]([O:18][C:15]2[CH:14]=[CH:13][C:12]([S:9]([OH:11])(=[O:8])=[O:10])=[CH:17][CH:16]=2)=[CH:20][CH:21]=1 |f:1.2|. Procedure: To a slurry of 47.43 g (0.131 mol) of 4-(4-fluorophenoxy)benzenesulfonic acid 4-fluorophenyl ester in 475 mL of ethanol was added 13.09 g (0.327 mol, 2.5 equivalents) of sodium hydroxide pellets. This mixture was heated at reflux for three hours and stirred overnight at room temperature. The resulting solids were filtered yielding 37.16 g (98%) of 4-(4-fluorophenoxy)benzenesulfonic acid, sodium salt. The reactants are tris(dibenylideneacetone)dipalladium (0), C1=CC=C(C=C1)P(C2=CC=CC=C2)C3=C(C4=CC=CC=C4C=C3)C5=C(C=CC6=CC=CC=C65)P(C7=CC=CC=C7)C8=CC=CC=C8 ((S)-BINAP), CC1C(C(CC1)=CN(C1=CC=CC=C1)C)=O (2-methyl-5-(N-methyl-anilinomethylene)cyclopentanone), BrC=1C=C(C=CC1)C (3-Bromotoluene), CC(C)([O-])C.[Na+] (sodium t-butoxide). Solvent: C1(=CC=CC=C1)C (Toluene). Run at time 1 minute. Product: C1(=CC(=CC=C1)C1(C(C(CC1)=CN(C1=CC=CC=C1)C)=O)C)C (2-(3-Tolyl)-2-methyl-5-(N-methyl-anilinomethylene)cyclopentanone). The yield is 77.3%. RXN SMILES: C1C=CC(P(C2C=CC3C(=CC=CC=3)C=2C2C3C(=CC=CC=3)C=CC=2P(C2C=CC=CC=2)C2C=CC=CC=2)C2C=CC=CC=2)=CC=1.[CH3:47][CH:48]1[CH2:52][CH2:51][C:50](=[CH:53][N:54]([CH3:61])[C:55]2[CH:60]=[CH:59][CH:58]=[CH:57][CH:56]=2)[C:49]1=[O:62].Br[C:64]1[CH:65]=[C:66]([CH3:70])[CH:67]=[CH:68][CH:69]=1.CC(C)([O-])C.[Na+]>C1(C)C=CC=CC=1>[C:66]1([CH3:70])[CH:67]=[CH:68][CH:69]=[C:64]([C:48]2([CH3:47])[CH2:52][CH2:51][C:50](=[CH:53][N:54]([CH3:61])[C:55]3[CH:60]=[CH:59][CH:58]=[CH:57][CH:56]=3)[C:49]2=[O:62])[CH:65]=1 |f:3.4|. Procedure: An oven dried Schlenk tube equipped with a rubber septum was cooled under an argon purge. The septum was removed and the tube was charged with tris(dibenylideneacetone)dipalladium (0) (1.5 mg, 0.0125 mmol, 5 mol % Pd), (S)-BINAP (31.4 mg, 0.05 mmol, 10 mol %) and 2-methyl-5-(N-methyl-anilinomethylene)cyclopentanone (108 mg, 0.5 mmol). Toluene (2 mL) was added and the mixture was stirred for 1 min at room temperature. 3-Bromotoluene (171 mg, 1.0 mmol) and sodium t-butoxide (96 mg, 1.0 mmol) were ... The reactants are N1(CCCCC1)CC1=CC(=NC=C1)OC\C=C/CN (4-(4-piperidinomethyl-2-pyridyloxy) -cis-2-butenylamine), N1C=C(C=C1)C(=O)O (3-pyrrolecarboxylic acid). Yields the product N1(CCCCC1)CC1=CC(=NC=C1)OC\C=C/CNC(=O)C1=CNC=C1 (N-[4-(4-Piperidinomethyl-2-pyridyloxy) -cis-2-butenyl]pyrrole-3-carboxamide). Yield: 74.0%. RXN SMILES: [N:1]1([CH2:7][C:8]2[CH:13]=[CH:12][N:11]=[C:10]([O:14][CH2:15]/[CH:16]=[CH:17]\[CH2:18][NH2:19])[CH:9]=2)[CH2:6][CH2:5][CH2:4][CH2:3][CH2:2]1.[NH:20]1[CH:24]=[CH:23][C:22]([C:25](O)=[O:26])=[CH:21]1>>[N:1]1([CH2:7][C:8]2[CH:13]=[CH:12][N:11]=[C:10]([O:14][CH2:15]/[CH:16]=[CH:17]\[CH2:18][NH:19][C:25]([C:22]3[CH:23]=[CH:24][NH:20][CH:21]=3)=[O:26])[CH:9]=2)[CH2:6][CH2:5][CH2:4][CH2:3][CH2:2]1. Reported procedure: Following a procedure similar to that described in Example 13, but using 4-(4-piperidinomethyl-2-pyridyloxy) -cis-2-butenylamine and 3-pyrrolecarboxylic acid as starting materials, in relative proportions similar to those used in that Example, the title compound was obtained as an oil in a 74% yield. The reactants are FC(C1=CC=C(C=C1)N[C@@H](C(=O)O)C(C)C)(F)F ((R)-2-(4-trifluoromethylphenylamino)-3-methylbutanoic acid), ClN1C(CCC1=O)=O (N-chlorosuccinimide). The solvent is C(Cl)(Cl)(Cl)Cl (carbon tetrachloride). The product is ClC1=C(C=CC(=C1)C(F)(F)F)N[C@@H](C(=O)O)C(C)C ((R)-2-(2-chloro-4-trifluoromethylphenylamino)-3-methylbutanoic acid). As a reaction SMILES: [F:1][C:2]([F:18])([F:17])[C:3]1[CH:8]=[CH:7][C:6]([NH:9][C@H:10]([CH:14]([CH3:16])[CH3:15])[C:11]([OH:13])=[O:12])=[CH:5][CH:4]=1.[Cl:19]N1C(=O)CCC1=O>C(Cl)(Cl)(Cl)Cl>[Cl:19][C:7]1[CH:8]=[C:3]([C:2]([F:17])([F:18])[F:1])[CH:4]=[CH:5][C:6]=1[NH:9][C@H:10]([CH:14]([CH3:16])[CH3:15])[C:11]([OH:13])=[O:12]. Reported procedure: To 35 ml of carbon tetrachloride are added 2.81 g (10.0 mmol) of (R)-2-(4-trifluoromethylphenylamino)-3-methylbutanoic acid and 1.33 g (9.96 mmol) of N-chlorosuccinimide, and the mixture is heated to reflux for 1 hour. The mixture is worked up by partition between ether/water. The layers are separated and the aqueous phase is extracted with ether (2×). The combined organic extracts are washed with water and with brine, dried over magnesium sulfate, filtered and evaporated, giving (R)-2-(2-chloro...